This data is from the Open Reaction Database (ORD), a public repository of structured organic reaction records. The task is: describe an organic reaction: reactants, conditions, products, and yield The reactants are COC(=O)C=1C(=C2C=C(C(N(C2=C(N1)C1=CC=CC=C1)CC1=CC=CC=C1)=O)C1=CC=CC=C1)O (1-benzyl-5-hydroxy-2-oxo-3,8-diphenyl-1,2-dihydro-[1,7]naphthyridine-6-carboxylic acid methyl ester), Cl.NCCN(S(=O)(=O)C)C (N-(2-amino-ethyl)-N-methyl-methanesulfonamide HCl salt), C[O-].[Na+] (NaOMe). Solvent: CCO (EtOH). Reaction conditions: temperature 140 celsius. Product: CS(=O)(=O)N(CCNC(=O)C=1C(=C2C=C(C(N(C2=C(N1)C1=CC=CC=C1)CC1=CC=CC=C1)=O)C1=CC=CC=C1)O)C (1-Benzyl-5-hydroxy-2-oxo-3,8-diphenyl-1,2-dihydro-[1,7]naphthyridine-6-carboxylic acid [2-(methanesulfonyl-methyl-amino)-ethyl]amide). Isolated yield 49.0%. RXN SMILES: C[O:2][C:3]([C:5]1[C:6]([OH:35])=[C:7]2[C:12](=[C:13]([C:15]3[CH:20]=[CH:19][CH:18]=[CH:17][CH:16]=3)[N:14]=1)[N:11]([CH2:21][C:22]1[CH:27]=[CH:26][CH:25]=[CH:24][CH:23]=1)[C:10](=[O:28])[C:9]([C:29]1[CH:34]=[CH:33][CH:32]=[CH:31][CH:30]=1)=[CH:8]2)=O.Cl.[NH2:37][CH2:38][CH2:39][N:40]([CH3:45])[S:41]([CH3:44])(=[O:43])=[O:42].C[O-].[Na+]>CCO>[CH3:44][S:41]([N:40]([CH3:45])[CH2:39][CH2:38][NH:37][C:3]([C:5]1[C:6]([OH:35])=[C:7]2[C:12](=[C:13]([C:15]3[CH:20]=[CH:19][CH:18]=[CH:17][CH:16]=3)[N:14]=1)[N:11]([CH2:21][C:22]1[CH:23]=[CH:24][CH:25]=[CH:26][CH:27]=1)[C:10](=[O:28])[C:9]([C:29]1[CH:30]=[CH:31][CH:32]=[CH:33][CH:34]=1)=[CH:8]2)=[O:2])(=[O:43])=[O:42] |f:1.2,3.4|. Procedure: A mixture of 1-benzyl-5-hydroxy-2-oxo-3,8-diphenyl-1,2-dihydro-[1,7]naphthyridine-6-carboxylic acid methyl ester (39 mg, 0.084 mmol), N-(2-amino-ethyl)-N-methyl-methanesulfonamide HCl salt (80 mg, 0.42 mmol), and NaOMe (23 mg, 0.42 mmol) in EtOH (3 mL) was heated at 140° C. for 6 h in a microwave reactor. Solvent was evaporated in vacuo, and the residue was partitioned between EtOAc and 0.1 M HCl. The organic layer was washed with brine and dried over MgSO4. After evaporating the solvent, the re... Starting materials: CC(C)(C)OC(=O)NC(CBr)C(=O)OCc1ccccc1, C1CCOC1. The product is CC(C)(C)OC(=O)NC(CBr)C(=O)O. As a reaction SMILES: [CH2:1]([c:2]1[cH:3][cH:4][cH:5][cH:6][cH:7]1)[O:8][C:9]([CH:10]([NH:11][C:12](=[O:13])[O:14][C:15]([CH3:16])([CH3:17])[CH3:18])[CH2:19][Br:20])=[O:21].[O:22]1[CH2:23][CH2:24][CH2:25][CH2:26]1>>[O:8]=[C:9]([CH:10]([NH:11][C:12](=[O:13])[O:14][C:15]([CH3:16])([CH3:17])[CH3:18])[CH2:19][Br:20])[OH:21]. Starting materials: ClC1=NC=C(C=C1)CCl (2-chloro-5-chloromethylpyridine), [C-]#N.[Na+] (sodium cyanide), O (water). Run in CS(=O)C (dimethyl sulfoxide). Reaction conditions: temperature 90 celsius. Yields the product ClC1=CC=C(C=N1)CC#N (6-Chloro-pyridine-3-acetonitrile). RXN SMILES: [C-:1]#[N:2].[Na+].[Cl:4][C:5]1[CH:10]=[CH:9][C:8]([CH2:11]Cl)=[CH:7][N:6]=1.O>CS(C)=O>[Cl:4][C:5]1[N:6]=[CH:7][C:8]([CH2:11][C:1]#[N:2])=[CH:9][CH:10]=1 |f:0.1|. Procedure details: 25.6 g of sodium cyanide (0.522 mol) are dissolved in 123 g of dimethyl sulfoxide, the mixture is heated to 90° C. and 68.9 g (0.43 mol) of 2-chloro-5-chloromethylpyridine are introduced in portions. During this, the temperature rises to 130° C. The mixture is allowed to cool to room temperature, poured into water and extracted using ether. The solvent is removed and the crude product is distilled at 1.0 mbar (130°-135° C.). M.p.: 80° C. Yield: 41.1 g (63% of theory). Starting materials: CC(C)(C)NC(=O)C1CNCCN1, CCSC1=NC(=O)C(=Cc2ccc3c(cnn3Cc3ccc(C(F)(F)F)cc3C(F)(F)F)c2)S1. The product is CC(C)(C)NC(=O)C1CN(C2=NC(=O)C(=Cc3ccc4c(cnn4Cc4ccc(C(F)(F)F)cc4C(F)(F)F)c3)S2)CCN1. RXN SMILES: [C:35]([CH3:36])([CH3:37])([CH3:38])[NH:39][C:40](=[O:41])[CH:42]1[NH:43][CH2:44][CH2:45][NH:46][CH2:47]1.[F:1][C:2]([c:3]1[c:4]([CH2:5][n:6]2[n:7][cH:8][c:9]3[cH:10][c:11]([CH:15]=[C:16]4[C:17](=[O:24])[N:18]=[C:19]([S:21][CH2:22][CH3:23])[S:20]4)[cH:12][cH:13][c:14]23)[cH:25][cH:26][c:27]([C:29]([F:30])([F:31])[F:32])[cH:28]1)([F:33])[F:34]>>[F:1][C:2]([c:3]1[c:4]([CH2:5][n:6]2[n:7][cH:8][c:9]3[cH:10][c:11]([CH:15]=[C:16]4[C:17](=[O:24])[N:18]=[C:19]([N:46]5[CH2:45][CH2:44][NH:43][CH:42]([C:40]([NH:39][C:35]([CH3:36])([CH3:37])[CH3:38])=[O:41])[CH2:47]5)[S:20]4)[cH:12][cH:13][c:14]23)[cH:25][cH:26][c:27]([C:29]([F:30])([F:31])[F:32])[cH:28]1)([F:33])[F:34]. The reactants are CCO, CCNC(=O)c1cccc(Br)n1, CCN, O. Product: CCNC(=O)c1cccc(NCC)n1. As a reaction SMILES: [CH2:17]([OH:18])[CH3:19].[CH2:4]([CH3:5])[NH:6][C:7](=[O:8])[c:9]1[n:10][c:11]([Br:15])[cH:12][cH:13][cH:14]1.[CH3:1][CH2:2][NH2:3].[OH2:16]>>[CH3:1][CH2:2][NH:3][c:11]1[n:10][c:9]([C:7]([NH:6][CH2:4][CH3:5])=[O:8])[cH:14][cH:13][cH:12]1.